Dataset: the Open Reaction Database (ORD), a public repository of structured organic reaction records. Task: describe an organic reaction: reactants, conditions, products, and yield Reactants: O=[Ag-], CI, CCOC(C)=O, CN(C)C=O, COC1OC2C(OC(=O)c3ccccc3)COC2C1O. The product is COC1OC2C(OC(=O)c3ccccc3)COC2C1OC. Reaction SMILES: [Ag-:34]=[O:35].[CH3:21][I:22].[CH3:28][CH2:29][O:30][C:31](=[O:32])[CH3:33].[O:23]=[CH:24][N:25]([CH3:26])[CH3:27].[c:1]1([C:7](=[O:8])[O:9][CH:10]2[CH:11]3[CH:12]([CH:13]([OH:18])[CH:14]([O:15][CH3:16])[O:17]3)[O:19][CH2:20]2)[cH:2][cH:3][cH:4][cH:5][cH:6]1>>[c:1]1([C:7](=[O:8])[O:9][CH:10]2[CH:11]3[CH:12]([CH:13]([O:18][CH3:21])[CH:14]([O:15][CH3:16])[O:17]3)[O:19][CH2:20]2)[cH:2][cH:3][cH:4][cH:5][cH:6]1. Reactants: CCO, COC(=O)Nc1cc(OC2CCCC2)c(Cl)cc1F, [K+], [OH-], O. Yields the product Nc1cc(OC2CCCC2)c(Cl)cc1F. RXN SMILES: [CH3:23][CH2:24][OH:25].[Cl:1][c:2]1[cH:3][c:4]([F:19])[c:5]([NH:14][C:15](=[O:16])[O:17][CH3:18])[cH:6][c:7]1[O:8][CH:9]1[CH2:10][CH2:11][CH2:12][CH2:13]1.[K+:21].[OH-:20].[OH2:22]>>[Cl:1][c:2]1[cH:3][c:4]([F:19])[c:5]([NH2:14])[cH:6][c:7]1[O:8][CH:9]1[CH2:10][CH2:11][CH2:12][CH2:13]1. The solvent is CN(C)C=O (DMF). The yield is 43.2%. Starting materials: FC1=CC=C(C=C1)OC(N(CC)[C@@H]1CN(C[C@H]1C1=CC(=C(C=C1)Cl)F)C(=O)C1CCNCC1)=O ([(3S,4R)-4-(4-Chloro-3-fluoro-phenyl)-1-(piperidine-4-carbonyl)-pyrrolidin-3-yl]-ethyl-carbamic acid 4-fluoro-phenyl ester), CCN(C(C)C)C(C)C (DIPEA), S(=O)(=O)(C)Cl (mesyl chloride). Reaction SMILES: [F:1][C:2]1[CH:7]=[CH:6][C:5]([O:8][C:9](=[O:34])[N:10]([C@H:13]2[C@H:17]([C:18]3[CH:23]=[CH:22][C:21]([Cl:24])=[C:20]([F:25])[CH:19]=3)[CH2:16][N:15]([C:26]([CH:28]3[CH2:33][CH2:32][NH:31][CH2:30][CH2:29]3)=[O:27])[CH2:14]2)[CH2:11][CH3:12])=[CH:4][CH:3]=1.CCN(C(C)C)C(C)C.[S:44](Cl)([CH3:47])(=[O:46])=[O:45]>CN(C=O)C>[F:1][C:2]1[CH:7]=[CH:6][C:5]([O:8][C:9](=[O:34])[N:10]([C@H:13]2[C@H:17]([C:18]3[CH:23]=[CH:22][C:21]([Cl:24])=[C:20]([F:25])[CH:19]=3)[CH2:16][N:15]([C:26]([CH:28]3[CH2:33][CH2:32][N:31]([S:44]([CH3:47])(=[O:46])=[O:45])[CH2:30][CH2:29]3)=[O:27])[CH2:14]2)[CH2:11][CH3:12])=[CH:4][CH:3]=1. Reaction conditions: time 90 minute. Procedure: A mixture of 32 mg (0.065 mmol) [(3S,4R)-4-(4-Chloro-3-fluoro-phenyl)-1-(piperidine-4-carbonyl)-pyrrolidin-3-yl]-ethyl-carbamic acid 4-fluoro-phenyl ester, 57 uL (0.325 mmol) DIPEA and 11.2 mg (0.097 mmol) mesyl chloride in 1.5 mL DMF was shaken for 90 min at room temperature. The mixture was subjected to purification by preparative HPLC on reversed phase eluting with a gradient formed from acetonitrile, water and NEt3. The product containing fractions were evaporated to yield 16 mg (43%) of the... Yields the product FC1=CC=C(C=C1)OC(N(CC)[C@@H]1CN(C[C@H]1C1=CC(=C(C=C1)Cl)F)C(=O)C1CCN(CC1)S(=O)(=O)C)=O ([(3S,4R)-4-(4-Chloro-3-fluoro-phenyl)-1-(1-methanesulfonyl-piperidine-4-carbonyl)-pyrrolidin-3-yl]-ethyl-carbamic acid 4-fluoro-phenyl ester). The solvent is C(C)(=O)OCC (ethyl acetate). Run at temperature 40 celsius, time 30 minute. The yield is 56.6%. Product: C(CCC)C1=C(C(N(C=2N1N=CN2)[C@@H]2CC[C@H](CC2)OC(C(C)(C)O)C)=O)CC2=CC=C(C=C2)C2=C(C=CC=C2)C2=NOC(N2)=O (7-butyl-4-[trans-4-(2-hydroxy-1,2-dimethylpropoxy)cyclohexyl]-6-{[2′-(5-oxo-4,5-dihydro-1,2,4-oxadiazol-3-yl)biphenyl-4-yl]methyl}[1,2,4]triazolo[1,5-a]pyrimidin-5(4H)-one). Procedure: A mixture of hydroxylammonium chloride (0.58 g), sodium hydrogen carbonate (0.93 g) and dimethyl sulfoxide (10 mL) was stirred at 40° C. for 30 min, 4′-({7-butyl-4-[trans-4-(2-hydroxy-1,2-dimethylpropoxy)cyclohexyl]-5-oxo-4,5-dihydro[1,2,4]triazolo[1,5-a]pyrimidin-6-yl}methyl)biphenyl-2-carbonitrile (0.32 g) was added, and the mixture was stirred at 90° C. for 16 hr. The reaction mixture was diluted with ethyl acetate, washed with water and then with saturated brine, and dried over anhydrous mag... As a reaction SMILES: [Cl-].O[NH3+:3].[C:4](=[O:7])([O-])[OH:5].[Na+].CS(C)=O.[CH2:13]([C:17]1[N:22]2[N:23]=[CH:24][N:25]=[C:21]2[N:20]([C@H:26]2[CH2:31][CH2:30][C@H:29]([O:32][CH:33]([CH3:38])[C:34]([OH:37])([CH3:36])[CH3:35])[CH2:28][CH2:27]2)[C:19](=[O:39])[C:18]=1[CH2:40][C:41]1[CH:46]=[CH:45][C:44]([C:47]2[C:48]([C:53]#[N:54])=[CH:49][CH:50]=[CH:51][CH:52]=2)=[CH:43][CH:42]=1)[CH2:14][CH2:15][CH3:16]>C(OCC)(=O)C>[CH2:13]([C:17]1[N:22]2[N:23]=[CH:24][N:25]=[C:21]2[N:20]([C@H:26]2[CH2:31][CH2:30][C@H:29]([O:32][CH:33]([CH3:38])[C:34]([OH:37])([CH3:36])[CH3:35])[CH2:28][CH2:27]2)[C:19](=[O:39])[C:18]=1[CH2:40][C:41]1[CH:46]=[CH:45][C:44]([C:47]2[CH:52]=[CH:51][CH:50]=[CH:49][C:48]=2[C:53]2[NH:3][C:4](=[O:7])[O:5][N:54]=2)=[CH:43][CH:42]=1)[CH2:14][CH2:15][CH3:16] |f:0.1,2.3|. Starting materials: [Cl-].O[NH3+] (hydroxylammonium chloride), C(O)([O-])=O.[Na+] (sodium hydrogen carbonate), CS(=O)C (dimethyl sulfoxide), C(CCC)C1=C(C(N(C=2N1N=CN2)[C@@H]2CC[C@H](CC2)OC(C(C)(C)O)C)=O)CC2=CC=C(C=C2)C=2C(=CC=CC2)C#N (4′-({7-butyl-4-[trans-4-(2-hydroxy-1,2-dimethylpropoxy)cyclohexyl]-5-oxo-4,5-dihydro[1,2,4]triazolo[1,5-a]pyrimidin-6-yl}methyl)biphenyl-2-carbonitrile). The reactants are CCN1C(=O)C(Cc2ccccc2)CC1C(=O)O, CCN1C(=O)C(Cc2ccccc2)CC1C(=O)NCc1ccc(F)cc1Cl, NCc1cccc(C(F)(F)F)c1Cl. Product: CCN1C(=O)C(Cc2ccccc2)CC1C(=O)NCc1cccc(C(F)(F)F)c1Cl. Reaction SMILES: [CH2:41]([N:42]1[C:43](=[O:44])[CH:45]([CH2:46][c:47]2[cH:48][cH:49][cH:50][cH:51][cH:52]2)[CH2:53][CH:54]1[C:55]([OH:56])=[O:57])[CH3:58].[Cl:1][c:2]1[cH:3][c:4]([F:5])[cH:6][cH:7][c:8]1[CH2:9][NH:10][C:11]([CH:12]1[N:13]([CH2:25][CH3:26])[C:14](=[O:24])[CH:15]([CH2:17][c:18]2[cH:19][cH:20][cH:21][cH:22][cH:23]2)[CH2:16]1)=[O:27].[Cl:28][c:29]1[c:30]([CH2:39][NH2:40])[cH:31][cH:32][cH:33][c:34]1[C:35]([F:36])([F:37])[F:38]>>[C:11]([CH:12]1[N:13]([CH2:25][CH3:26])[C:14](=[O:24])[CH:15]([CH2:17][c:18]2[cH:19][cH:20][cH:21][cH:22][cH:23]2)[CH2:16]1)(=[O:27])[NH:40][CH2:39][c:30]1[c:29]([Cl:28])[c:34]([C:35]([F:36])([F:37])[F:38])[cH:33][cH:32][cH:31]1. Reactants: Cc1ccc(N)cc1Br, CN1CCOCC1, O=C(Cl)C1CC1, ClCCl. Yields the product Cc1ccc(NC(=O)C2CC2)cc1Br. Reaction SMILES: [Br:1][c:2]1[cH:3][c:4]([NH2:5])[cH:6][cH:7][c:8]1[CH3:9].[CH3:16][N:17]1[CH2:18][CH2:19][O:20][CH2:21][CH2:22]1.[CH:10]1([C:13](=[O:14])[Cl:15])[CH2:11][CH2:12]1.[Cl:23][CH2:24][Cl:25]>>[Br:1][c:2]1[cH:3][c:4]([NH:5][C:13]([CH:10]2[CH2:11][CH2:12]2)=[O:14])[cH:6][cH:7][c:8]1[CH3:9].